From a dataset of the Open Reaction Database (ORD), a public repository of structured organic reaction records. describe an organic reaction: reactants, conditions, products, and yield The reactants are [Br-], [Br-], [Br-], C1CCOC1, C[N+](C)(C)c1ccccc1, C[N+](C)(C)c1ccccc1, C[N+](C)(C)c1ccccc1, CC(=O)C1(c2cc3ccccc3s2)CCC1. Product: O=C(CBr)C1(c2cc3ccccc3s2)CCC1. As a reaction SMILES: [Br-:1].[Br-:2].[Br-:3].[O:50]1[CH2:51][CH2:52][CH2:53][CH2:54]1.[c:14]1([N+:15]([CH3:16])([CH3:17])[CH3:18])[cH:19][cH:20][cH:21][cH:22][cH:23]1.[c:24]1([N+:25]([CH3:26])([CH3:27])[CH3:28])[cH:29][cH:30][cH:31][cH:32][cH:33]1.[c:4]1([N+:5]([CH3:6])([CH3:7])[CH3:8])[cH:9][cH:10][cH:11][cH:12][cH:13]1.[s:34]1[c:35]2[c:36]([cH:37][c:38]1[C:39]1([C:43]([CH3:44])=[O:45])[CH2:40][CH2:41][CH2:42]1)[cH:46][cH:47][cH:48][cH:49]2>>[Br:1][CH2:44][C:43]([C:39]1([c:38]2[s:34][c:35]3[c:36]([cH:37]2)[cH:46][cH:47][cH:48][cH:49]3)[CH2:40][CH2:41][CH2:42]1)=[O:45]. Starting materials: CC(=O)O, CCC(=O)c1cc(OCc2ccc(OC)cc2)cc(-c2ccc3c(c2)OCO3)c1. The product is CCC(=O)c1cc(O)cc(-c2ccc3c(c2)OCO3)c1. Reaction SMILES: [CH3:30][C:31](=[O:32])[OH:33].[O:1]1[CH2:2][O:3][c:4]2[c:5]1[cH:6][cH:7][c:8](-[c:10]1[cH:11][c:12]([C:26]([CH2:27][CH3:28])=[O:29])[cH:13][c:14]([O:16][CH2:17][c:18]3[cH:19][cH:20][c:21]([O:22][CH3:23])[cH:24][cH:25]3)[cH:15]1)[cH:9]2>>[O:1]1[CH2:2][O:3][c:4]2[c:5]1[cH:6][cH:7][c:8](-[c:10]1[cH:11][c:12]([C:26]([CH2:27][CH3:28])=[O:29])[cH:13][c:14]([OH:16])[cH:15]1)[cH:9]2. The reactants are CNC1CN(C(=O)C2CCN(C(=O)C3(C)CC3)CC2)CC1c1ccc(Cl)c(Cl)c1, COc1cc(C(=O)O)ccc1Cl. Product: COc1cc(C(=O)N(C)C2CN(C(=O)C3CCN(C(=O)C4(C)CC4)CC3)CC2c2ccc(Cl)c(Cl)c2)ccc1Cl. Reaction SMILES: [Cl:1][c:2]1[cH:3][c:4]([CH:9]2[CH2:10][N:11]([C:16](=[O:17])[CH:18]3[CH2:19][CH2:20][N:21]([C:24](=[O:25])[C:26]4([CH3:29])[CH2:27][CH2:28]4)[CH2:22][CH2:23]3)[CH2:12][CH:13]2[NH:14][CH3:15])[cH:5][cH:6][c:7]1[Cl:8].[Cl:30][c:31]1[c:32]([O:40][CH3:41])[cH:33][c:34]([C:35](=[O:36])[OH:37])[cH:38][cH:39]1>>[Cl:1][c:2]1[cH:3][c:4]([CH:9]2[CH2:10][N:11]([C:16](=[O:17])[CH:18]3[CH2:19][CH2:20][N:21]([C:24](=[O:25])[C:26]4([CH3:29])[CH2:27][CH2:28]4)[CH2:22][CH2:23]3)[CH2:12][CH:13]2[N:14]([CH3:15])[C:35]([c:34]2[cH:33][c:32]([O:40][CH3:41])[c:31]([Cl:30])[cH:39][cH:38]2)=[O:37])[cH:5][cH:6][c:7]1[Cl:8]. Starting materials: BrC1=CN(C=2N=CN=C(C21)N[C@@H](C)C2=NN1C(C(N2C2=CC=CC=C2)=O)=C(C=C1)C)COCC[Si](C)(C)C ((S)-2-(1-((5-Bromo-7-((2-(trimethylsilyl)ethoxy)methyl)-7H-pyrrolo[2,3-d]pyrimidin-4-yl)amino)ethyl)-5-methyl-3-phenylpyrrolo[2,1-f][1,2,4]triazin-4(3H)-one), OC1=C(C=CC=C1B1OC(C(O1)(C)C)(C)C)NS(=O)(=O)C (N-(2-hydroxy-3-(4,4,5,5-tetramethyl-1,3,2-dioxaborolan-2-yl)phenyl)methanesulfonamide), C([O-])([O-])=O.[Na+].[Na+] (sodium carbonate). The reagents and catalysts are Cl[Pd]([P](C1=CC=CC=C1)(C2=CC=CC=C2)C3=CC=CC=C3)([P](C4=CC=CC=C4)(C5=CC=CC=C5)C6=CC=CC=C6)Cl (bis(triphenylphosphine)palladium(II) dichloride). Yields the product OC1=C(C=CC=C1C1=CN(C=2N=CN=C(C21)NC(C)C2=NN1C(C(N2C2=CC=CC=C2)=O)=C(C=C1)C)COCC[Si](C)(C)C)NS(=O)(=O)C (N-(2-Hydroxy-3-(4-((1-(5-methyl-4-oxo-3-phenyl-3,4-dihydropyrrolo[2,1-f][1,2,4]triazin-2-yl)ethyl)amino)-7-((2-(trimethylsilyl)ethoxy)methyl)-7H-pyrrolo[2,3-d]pyrimidin-5-yl)phenyl)methanesulfonamide). Isolated yield 17.1%. Reaction SMILES: Br[C:2]1[C:10]2[C:9]([NH:11][C@H:12]([C:14]3[N:19]([C:20]4[CH:25]=[CH:24][CH:23]=[CH:22][CH:21]=4)[C:18](=[O:26])[C:17]4=[C:27]([CH3:30])[CH:28]=[CH:29][N:16]4[N:15]=3)[CH3:13])=[N:8][CH:7]=[N:6][C:5]=2[N:4]([CH2:31][O:32][CH2:33][CH2:34][Si:35]([CH3:38])([CH3:37])[CH3:36])[CH:3]=1.[OH:39][C:40]1[C:45](B2OC(C)(C)C(C)(C)O2)=[CH:44][CH:43]=[CH:42][C:41]=1[NH:55][S:56]([CH3:59])(=[O:58])=[O:57].C(=O)([O-])[O-].[Na+].[Na+]>Cl[Pd](Cl)([P](C1C=CC=CC=1)(C1C=CC=CC=1)C1C=CC=CC=1)[P](C1C=CC=CC=1)(C1C=CC=CC=1)C1C=CC=CC=1>[OH:39][C:40]1[C:45]([C:2]2[C:10]3[C:9]([NH:11][CH:12]([C:14]4[N:19]([C:20]5[CH:25]=[CH:24][CH:23]=[CH:22][CH:21]=5)[C:18](=[O:26])[C:17]5=[C:27]([CH3:30])[CH:28]=[CH:29][N:16]5[N:15]=4)[CH3:13])=[N:8][CH:7]=[N:6][C:5]=3[N:4]([CH2:31][O:32][CH2:33][CH2:34][Si:35]([CH3:38])([CH3:37])[CH3:36])[CH:3]=2)=[CH:44][CH:43]=[CH:42][C:41]=1[NH:55][S:56]([CH3:59])(=[O:58])=[O:57] |f:2.3.4,^1:68,87|. Reported procedure: (S)-2-(1-((5-Bromo-7-((2-(trimethylsilyl)ethoxy)methyl)-7H-pyrrolo[2,3-d]pyrimidin-4-yl)amino)ethyl)-5-methyl-3-phenylpyrrolo[2,1-f][1,2,4]triazin-4(3H)-one (61 mg, 0.10 mmol) was treated with N-(2-hydroxy-3-(4,4,5,5-tetramethyl-1,3,2-dioxaborolan-2-yl)phenyl)methanesulfonamide (200 mg, 0.26 mmol, prepared from N-(3-bromo-2-hydroxyphenyl)-methanesulfonamide and bis(pinacolato)diboron according to Preparation 19b), sodium carbonate (27 mg, 0.25 mmols) and bis(triphenylphosphine)palladium(II) dich...